This data is from the Open Reaction Database (ORD), a public repository of structured organic reaction records. The task is: describe an organic reaction: reactants, conditions, products, and yield The reactants are Cl (hydrochloric acid), FC1=C(C(=O)O)C=C(C(=C1F)F)F (2,3,4,5-tetrafluorobenzoic acid), [OH-].[Na+] (sodium hydroxide), [Cl-].[Ca+2].[Cl-] (calcium chloride). Solvent: O (water). Run at temperature 100 celsius, time 13.25 hour. Product: OC1=C(C(=C(C(=O)O)C=C1F)F)F (4-hydroxy-2,3,5-trifluorobenzoic acid). As a reaction SMILES: [F:1][C:2]1[C:10]([F:11])=[C:9](F)[C:8]([F:13])=[CH:7][C:3]=1[C:4]([OH:6])=[O:5].[OH-:14].[Na+].[Cl-].[Ca+2].[Cl-].Cl>O>[OH:14][C:9]1[C:8]([F:13])=[CH:7][C:3]([C:4]([OH:6])=[O:5])=[C:2]([F:1])[C:10]=1[F:11] |f:1.2,3.4.5|. Reported procedure: 50 g (0.258 mol) of 2,3,4,5-tetrafluorobenzoic acid and 41.4 g (1.04 mol) of sodium hydroxide are introduced first into 687 g of water, the resulting solution is heated to 100° C. and stirred at this temperature for 12 to 14.5 hours. The end point of the reaction is determined by gas chromatography. 57.2 g of calcium chloride are then added, and the pH is brought to 1 with 30% hydrochloric acid. The solutionis continuously extracted with MTBE (methyl tert.-butyl ether) for 16 hours, and the solv... The reactants are O=C1CCCCCCC1, CC(Cl)Cl, [Na+], O=C([O-])O, O=C(OO)c1cccc(Cl)c1. Yields the product O=C1CCCCCCCO1. RXN SMILES: [C:1]1(=[O:9])[CH2:2][CH2:3][CH2:4][CH2:5][CH2:6][CH2:7][CH2:8]1.[Cl:26][CH:27]([Cl:28])[CH3:29].[Na+:25].[O-:21][C:22]([OH:23])=[O:24].[OH:10][O:11][C:12]([c:13]1[cH:14][c:15]([Cl:16])[cH:17][cH:18][cH:19]1)=[O:20]>>[C:1]1(=[O:9])[CH2:8][CH2:7][CH2:6][CH2:5][CH2:4][CH2:3][CH2:2][O:10]1. The reactants are [Si](C)(C)(C(C)(C)C)OCC=1C(=NC=CC1)C(C)=O (1-(3-((tert-butyldimethylsilyloxy)methyl)pyridin-2-yl)ethanone), COC(N(C)C)OC (dimethoxy-N,N-dimethylmethanamine). Product: [Si](C)(C)(C(C)(C)C)OCC=1C(=NC=CC1)C(\C=C\N(C)C)=O ((E)-1-(3-(((tert-butyldimethylsilyl)oxy)methyl)pyridin-2-yl)-3-(dimethylamino)prop-2-en-1-one). As a reaction SMILES: [Si:1]([O:8][CH2:9][C:10]1[C:11]([C:16](=[O:18])[CH3:17])=[N:12][CH:13]=[CH:14][CH:15]=1)([C:4]([CH3:7])([CH3:6])[CH3:5])([CH3:3])[CH3:2].CO[CH:21](OC)[N:22]([CH3:24])[CH3:23]>>[Si:1]([O:8][CH2:9][C:10]1[C:11]([C:16](=[O:18])/[CH:17]=[CH:21]/[N:22]([CH3:24])[CH3:23])=[N:12][CH:13]=[CH:14][CH:15]=1)([C:4]([CH3:7])([CH3:6])[CH3:5])([CH3:3])[CH3:2]. Procedure details: 1-(3-((tert-butyldimethylsilyloxy)methyl)pyridin-2-yl)ethanone (10.8 g, 40.75 mmol) in dimethoxy-N,N-dimethylmethanamine (15.0 mL) was heated to reflux for 3 days. The mixture was concentrated and used for next step without further purification. MS (ESI) m/z 321.1 [M+H]+. Reactants: C1CCOC1, CO, [Na+], COC(=O)CN1CCCOC1=O, [OH-], O. Yields the product O=C(O)CN1CCCOC1=O. As a reaction SMILES: [CH2:18]1[O:19][CH2:20][CH2:21][CH2:22]1.[CH3:14][OH:15].[Na+:17].[O:1]=[C:2]1[O:3][CH2:4][CH2:5][CH2:6][N:7]1[CH2:8][C:9](=[O:10])[O:11][CH3:12].[OH-:16].[OH2:13]>>[O:1]=[C:2]1[O:3][CH2:4][CH2:5][CH2:6][N:7]1[CH2:8][C:9](=[O:10])[OH:11]. Starting materials: CC(C)CC(C(=O)NN(CC(C)C)C(=O)C(C)NC(=O)OCc1ccccc1)C(CCCc1ccccc1)C(=O)OC(C)(C)C, ClCCl, O=C(O)C(F)(F)F. The product is CC(C)CC(C(=O)NN(CC(C)C)C(=O)C(C)NC(=O)OCc1ccccc1)C(CCCc1ccccc1)C(=O)O. Reaction SMILES: [CH2:1]([c:2]1[cH:3][cH:4][cH:5][cH:6][cH:7]1)[O:8][C:9](=[O:10])[NH:11][CH:12]([CH3:13])[C:14](=[O:15])[N:16]([NH:17][C:18]([CH:19]([CH2:20][CH:21]([CH3:22])[CH3:23])[CH:24]([CH2:25][CH2:26][CH2:27][c:28]1[cH:29][cH:30][cH:31][cH:32][cH:33]1)[C:34](=[O:35])[O:36][C:37]([CH3:38])([CH3:39])[CH3:40])=[O:41])[CH2:42][CH:43]([CH3:44])[CH3:45].[Cl:53][CH2:54][Cl:55].[OH:46][C:47]([C:48]([F:49])([F:50])[F:51])=[O:52]>>[CH2:1]([c:2]1[cH:3][cH:4][cH:5][cH:6][cH:7]1)[O:8][C:9](=[O:10])[NH:11][CH:12]([CH3:13])[C:14](=[O:15])[N:16]([NH:17][C:18]([CH:19]([CH2:20][CH:21]([CH3:22])[CH3:23])[CH:24]([CH2:25][CH2:26][CH2:27][c:28]1[cH:29][cH:30][cH:31][cH:32][cH:33]1)[C:34](=[O:35])[OH:36])=[O:41])[CH2:42][CH:43]([CH3:44])[CH3:45]. Starting materials: IC1=C(N=C2N(C3=C(N2C1=O)C=CC=C3)C)C (3-Iodo-2,10-dimethylpyrimido[1,2-a]benzimidazol-4(10H)-one), intermediate, FC(OC1=CC=C(C=C1)B(O)O)(F)F (4-trifluoromethoxyphenyl boronic acid), Pd[(C6H5)3P]4, C(=O)([O-])[O-].[Na+].[Na+] (Na2CO3), FC=1C=C(C=C(C1)F)C1=C(N=C2N(C1=O)C=CS2)C (6-(3,5-Difluorophenyl)-7-methyl-5H-[1,3]thiazolo[3,2-a]pyrimidin-5-one). Run in C1(=CC=CC=C1)C (toluene), O (water), C(C)O (ethanol). The product is CC=1N=C2N(C3=C(N2C(C1C1=CC=C(C=C1)OC(F)(F)F)=O)C=CC=C3)C (2,10-Dimethyl-3-[4-(trifluoromethoxy)phenyl]pyrimido[1,2-a]benzimidazol-4(10H)-one). Reaction SMILES: I[C:2]1[C:10](=[O:11])[N:9]2[C:5]([N:6]([CH3:16])[C:7]3[CH:15]=[CH:14][CH:13]=[CH:12][C:8]=32)=[N:4][C:3]=1[CH3:17].[F:18][C:19]([F:31])([F:30])[O:20][C:21]1[CH:26]=[CH:25][C:24](B(O)O)=[CH:23][CH:22]=1.C([O-])([O-])=O.[Na+].[Na+].FC1C=C(C2C(=O)N3C=CSC3=NC=2C)C=C(F)C=1>C1(C)C=CC=CC=1.O.C(O)C>[CH3:17][C:3]1[N:4]=[C:5]2[N:9]([C:10](=[O:11])[C:2]=1[C:24]1[CH:23]=[CH:22][C:21]([O:20][C:19]([F:18])([F:30])[F:31])=[CH:26][CH:25]=1)[C:8]1[CH:12]=[CH:13][CH:14]=[CH:15][C:7]=1[N:6]2[CH3:16] |f:2.3.4|. Procedure details: A solution of Step 3 intermediate (1.2 g, 3.512 mmol), 4-trifluoromethoxyphenyl boronic acid (0.864 g, 4.212 mmol), Pd[(C6H5)3P]4 (0.161 g, 1.420 mmol), Na2CO3 (2.32 g) was reacted together in a mixture of toluene (20 ml), ethanol (5 ml) and water (5 ml) according to the procedure outlined in Step 3, Intermediate 3 to afford the desired compound: 1H NMR (300 MHz, DMSO-d6) δ 2.24 (s, 3H), 3.78 (s, 3H), 7.33-7.46 (m, 4H), 7.52-7.57 (m, 1H), 7.68-7.71 (m, 1H), 8.40-8.43 (s, 1H); ESI-MS (m/z) 374.62... The reactants are O=C=Nc1ccc(C(F)(F)F)cc1, COC(=O)C(Cc1cccc(CCO)c1)C(=O)OC. The product is COC(=O)C(Cc1cccc(CCOC(=O)Nc2ccc(C(F)(F)F)cc2)c1)C(=O)OC. RXN SMILES: [F:20][C:21]([c:22]1[cH:23][cH:24][c:25]([N:28]=[C:29]=[O:30])[cH:26][cH:27]1)([F:31])[F:32].[OH:1][CH2:2][CH2:3][c:4]1[cH:5][c:6]([CH2:7][CH:8]([C:9](=[O:10])[O:11][CH3:12])[C:13](=[O:14])[O:15][CH3:16])[cH:17][cH:18][cH:19]1>>[O:1]([CH2:2][CH2:3][c:4]1[cH:5][c:6]([CH2:7][CH:8]([C:9](=[O:10])[O:11][CH3:12])[C:13](=[O:14])[O:15][CH3:16])[cH:17][cH:18][cH:19]1)[C:29]([NH:28][c:25]1[cH:24][cH:23][c:22]([C:21]([F:20])([F:31])[F:32])[cH:27][cH:26]1)=[O:30].